Dataset: the Open Reaction Database (ORD), a public repository of structured organic reaction records. Task: describe an organic reaction: reactants, conditions, products, and yield The reactants are C(CCC)[Li] (n-butyllithium), [OH-].[Na+] (NaOH), BrC1=CC=C(C=C1)F (1-Bromo-4-fluoro-benzene), C(C1=CC=CC=C1)N1C2CC(CC1CC2)=O (8-benzyl-8-aza-bicyclo[3.2.1]octan-3-one). Run in C(C)OCC (diethylether), C(C)OCC (diethylether), C(C)OCC (diethylether). Conditions: temperature -35 celsius. Yields the product C(C1=CC=CC=C1)N1C2CC(CC1CC2)(O)C2=CC=C(C=C2)F (8-Benzyl-3-(4-fluoro-phenyl)-8-aza-bicyclo[3.2.1]octan-3-ol). As a reaction SMILES: Br[C:2]1[CH:7]=[CH:6][C:5]([F:8])=[CH:4][CH:3]=1.C([Li])CCC.[CH2:14]([N:21]1[CH:26]2[CH2:27][CH2:28][CH:22]1[CH2:23][C:24](=[O:29])[CH2:25]2)[C:15]1[CH:20]=[CH:19][CH:18]=[CH:17][CH:16]=1.[OH-].[Na+]>C(OCC)C>[CH2:14]([N:21]1[CH:22]2[CH2:28][CH2:27][CH:26]1[CH2:25][C:24]([C:2]1[CH:7]=[CH:6][C:5]([F:8])=[CH:4][CH:3]=1)([OH:29])[CH2:23]2)[C:15]1[CH:16]=[CH:17][CH:18]=[CH:19][CH:20]=1 |f:3.4|. Procedure details: 1-Bromo-4-fluoro-benzene (22.7 g) dissolved in diethylether (100 mL) is added to a solution of n-butyllithium (1.7 mol/L in pentane, 86.8 mL) in diethylether (200 mL) cooled to −35° C. The combined solutions are stirred at −35 to −40° C. for 1 h, before 8-benzyl-8-aza-bicyclo[3.2.1]octan-3-one (22.5 g) dissolved in diethylether (150 mL) is added quickly. The solution is warmed to −10° C. within 1 h and then the reaction is quenched by the addition of aqueous NH4Cl solution. The resulting mixture... The reactants are [H][H] (hydrogen), C(C1=CC=CC=C1)N1CCC(CC1)CC(=O)N1CCC(CC1)O (1-(1-benzyl-4-piperidylacetyl)-4-hydroxypiperidine). The reagents and catalysts are [C].[Pd] (palladium-carbon). Solvent: CC(C)O (2-propanol). Conditions: temperature 80 celsius. The product is N1CCC(CC1)CC(=O)N1CCC(CC1)O (1-(4-piperidylacetyl)-4-hydroxypiperidine). Isolated yield 89.4%. Reaction SMILES: C([N:8]1[CH2:13][CH2:12][CH:11]([CH2:14][C:15]([N:17]2[CH2:22][CH2:21][CH:20]([OH:23])[CH2:19][CH2:18]2)=[O:16])[CH2:10][CH2:9]1)C1C=CC=CC=1.[H][H]>[C].[Pd].CC(O)C>[NH:8]1[CH2:9][CH2:10][CH:11]([CH2:14][C:15]([N:17]2[CH2:18][CH2:19][CH:20]([OH:23])[CH2:21][CH2:22]2)=[O:16])[CH2:12][CH2:13]1 |f:2.3|. Procedure details: 14.2 g (0.05 mol) of 1-(1-benzyl-4-piperidylacetyl)-4-hydroxypiperidine [1] and 127.9 g of 2-propanol were mixed with each other. To this mixture, 1.42 g of 5% palladium-carbon (containing water at 50% content) was added. The reaction was allowed to proceed for 14 hours at 50° C. under the flow of hydrogen. The catalyst was removed by filtration therefrom, and the filtrate was concentrated under a reduced pressure. 23.6 g of acetonitrile was added to the concentrated residue, and the temperature...